From a dataset of the Open Reaction Database (ORD), a public repository of structured organic reaction records. describe an organic reaction: reactants, conditions, products, and yield Reactants: c1ccc(COC2CCC3(CC2)OCCO3)cc1, CC(C)=O, CCOC(C)=O, Cl. Product: O=C1CCC(OCc2ccccc2)CC1. RXN SMILES: [CH2:1]([c:2]1[cH:3][cH:4][cH:5][cH:6][cH:7]1)[O:8][CH:9]1[CH2:10][CH2:11][C:12]2([O:13][CH2:16][CH2:15][O:14]2)[CH2:17][CH2:18]1.[CH3:20][C:21](=[O:22])[CH3:23].[CH3:24][CH2:25][O:26][C:27]([CH3:28])=[O:29].[ClH:19]>>[CH2:1]([c:2]1[cH:3][cH:4][cH:5][cH:6][cH:7]1)[O:8][CH:9]1[CH2:10][CH2:11][C:12](=[O:13])[CH2:17][CH2:18]1. Reactants: BrC1=NC=CC=C1 (2-bromo-pyridine), C(CC#C)N1N=C2C(=N1)C=CC(=C2C)C (2-but-3-ynyl-4,5-dimethyl-2H-benzo[d][1,2,3]triazole). The product is CC1=C(C=CC2=NN(N=C21)CCC#CC2=NC=CC=C2)C (4,5-dimethyl-2-(4-(pyridin-2-yl)but-3-ynyl)-2H-benzo[d][1,2,3]triazole). Isolated yield 60.5%. As a reaction SMILES: Br[C:2]1[CH:7]=[CH:6][CH:5]=[CH:4][N:3]=1.[CH2:8]([N:12]1[N:16]=[C:15]2[CH:17]=[CH:18][C:19]([CH3:22])=[C:20]([CH3:21])[C:14]2=[N:13]1)[CH2:9][C:10]#[CH:11]>>[CH3:21][C:20]1[C:14]2[C:15](=[N:16][N:12]([CH2:8][CH2:9][C:10]#[C:11][C:2]3[CH:7]=[CH:6][CH:5]=[CH:4][N:3]=3)[N:13]=2)[CH:17]=[CH:18][C:19]=1[CH3:22]. Procedure: The title compound was prepared in accordance with the general method of Example 1, from 2-bromo-pyridine (65 mg, 0.41 mmol) and 2-but-3-ynyl-4,5-dimethyl-2H-benzo[d][1,2,3]triazole (75 mg, 0.38 mmol). Reaction time: 3 hours. The crude residue was purified by flash chromatography (DCM/MeOH 98:2) to yield 65 mg (0.23 mmol, 63%) of 4,5-dimethyl-2-(4-(pyridin-2-yl)but-3-ynyl)-2H-benzo[d][1,2,3]triazole as an orange oil. The solvent is CC(=O)C (acetone), Cl (hydrogen chloride), Cl (hydrogen chloride). Reaction conditions: temperature 25 celsius, time 16 hour. Reactants: O1CCOC12CCC(CC2)OC2=NC(=CC(=C2)C(C)(C)O)C(F)(F)F (2-[2-(1,4-Dioxaspiro[4.5]dec-8-yloxy)-6-(trifluoromethyl)pyridin-4-yl]propan-2-ol), O (water), O (water). Reaction SMILES: O1[C:5]2([CH2:10][CH2:9][CH:8]([O:11][C:12]3[CH:17]=[C:16]([C:18]([OH:21])([CH3:20])[CH3:19])[CH:15]=[C:14]([C:22]([F:25])([F:24])[F:23])[N:13]=3)[CH2:7][CH2:6]2)[O:4]CC1.O>CC(C)=O.Cl>[OH:21][C:18]([C:16]1[CH:15]=[C:14]([C:22]([F:24])([F:25])[F:23])[N:13]=[C:12]([O:11][CH:8]2[CH2:9][CH2:10][C:5](=[O:4])[CH2:6][CH2:7]2)[CH:17]=1)([CH3:20])[CH3:19]. Reported procedure: 2-[2-(1,4-Dioxaspiro[4.5]dec-8-yloxy)-6-(trifluoromethyl)pyridin-4-yl]propan-2-ol (0.049 g, 0.14 mmol) was dissolved in acetone (3.7 mL) A solution of 12.0 M hydrogen chloride in water (0.43 mL, 5.2 mmol) was added and was stirred at 25° C. for 16 hours at which time LCMS showed about 70% reaction was complete. An additional 12.0 M hydrogen chloride in water (0.43 mL, 5.2 mmol) was added and was stirred for 3 hours; LCMS showed ˜90% reaction was complete and was quenched into excess NaHCO3, extr... The product is OC(C)(C)C1=CC(=NC(=C1)C(F)(F)F)OC1CCC(CC1)=O (4-{[4-(1-hydroxy-1-methylethyl)-6-(trifluoromethyl)pyridin-2-yl]oxy}cyclohexanone). Reactants: C(C)(C)(C)OC(=O)N1CC(CC1)NS(=O)(=O)C1=CC=C(C=C1)NC=1C=2N(C(=CC1)C=1C=C3CNC(C3=CC1)=O)C=CN2 (3-{4-[5-(1-oxo-2,3-dihydro-1H-isoindol-5-yl)-imidazo[1,2-a]pyridin-8-ylamino]-benzenesulfonylamino}-pyrrolidine-1-carboxylic acid tert-butyl ester), Cl (HCl), ClC1=CC=C(C=2N1C=CN2)NC2=CC=C(C=C2)N2CCN(CC2)C(C)C ((5-Chloro-imidazo[1,2-a]pyridin-8-yl)-[4-(4-isopropyl-piperazin-1-yl)-phenyl]-amine), solution. The solvent is O1CCOCC1 (dioxane). Reaction conditions: time 16 hour. Yields the product O=C1NCC2=CC(=CC=C12)C1=CC=C(C=2N1C=CN2)NC2=CC=C(C=C2)S(=O)(=O)NC2CNCC2 (4-(5-(1-oxoisoindolin-5-yl)imidazo[1,2-a]pyridin-8-ylamino)-N-(pyrrolidin-3-yl)benzene sulfonamide). RXN SMILES: C(OC([N:8]1[CH2:12][CH2:11][CH:10]([NH:13][S:14]([C:17]2[CH:22]=[CH:21][C:20]([NH:23][C:24]3[C:25]4[N:26]([CH:40]=[CH:41][N:42]=4)[C:27]([C:30]4[CH:31]=[C:32]5[C:36](=[CH:37][CH:38]=4)[C:35](=[O:39])[NH:34][CH2:33]5)=[CH:28][CH:29]=3)=[CH:19][CH:18]=2)(=[O:16])=[O:15])[CH2:9]1)=O)(C)(C)C.ClC1N2C=CN=C2C(NC2C=CC(N3CCN(C(C)C)CC3)=CC=2)=CC=1.Cl>O1CCOCC1>[O:39]=[C:35]1[C:36]2[C:32](=[CH:31][C:30]([C:27]3[N:26]4[CH:40]=[CH:41][N:42]=[C:25]4[C:24]([NH:23][C:20]4[CH:19]=[CH:18][C:17]([S:14]([NH:13][CH:10]5[CH2:11][CH2:12][NH:8][CH2:9]5)(=[O:15])=[O:16])=[CH:22][CH:21]=4)=[CH:29][CH:28]=3)=[CH:38][CH:37]=2)[CH2:33][NH:34]1. Procedure details: 3-{4-[5-(1-oxo-2,3-dihydro-1H-isoindol-5-yl)-imidazo[1,2-a]pyridin-8-ylamino]-benzenesulfonylamino}-pyrrolidine-1-carboxylic acid tert-butyl ester (16 mg, 0.027 mmol), prepared using methods as described for compound 12, is suspended in a 4M solution of HCl in dioxane (0.5 mL) and the mixture is stirred under nitrogen at room temperature for 16 hours. The mixture is concentrated under reduced pressure. The crude product is purified by reverse phase HPLC to yield the title compound. Starting materials: CCOCC, CN(C)c1ccccc1, Cc1ccccc1, O=C(Cl)Cl, O, Oc1ccc(-c2ccccc2)cc1, Cc1ccccc1. Product: O=C(Cl)Oc1ccc(-c2ccccc2)cc1. RXN SMILES: [CH2:28]([O:29][CH2:30][CH3:31])[CH3:32].[CH3:18][N:19]([c:20]1[cH:21][cH:22][cH:23][cH:24][cH:25]1)[CH3:26].[CH3:40][c:41]1[cH:42][cH:43][cH:44][cH:45][cH:46]1.[Cl:14][C:15]([Cl:16])=[O:17].[OH2:27].[OH:1][c:2]1[cH:3][cH:4][c:5](-[c:8]2[cH:9][cH:10][cH:11][cH:12][cH:13]2)[cH:6][cH:7]1.[c:33]1([CH3:34])[cH:35][cH:36][cH:37][cH:38][cH:39]1>>[O:1]([c:2]1[cH:3][cH:4][c:5](-[c:8]2[cH:9][cH:10][cH:11][cH:12][cH:13]2)[cH:6][cH:7]1)[C:15]([Cl:14])=[O:17]. The reactants are CCOCCOc1ccc(OB([O-])[O-])cc1C, CN(Cc1ccc(NC(=O)C2=Cc3cc(Br)ccc3S(=O)(=O)CC2)cc1)C1CCOCC1, O=C([O-])[O-], CCO, Cc1ccccc1, [K+], [K+], O. Yields the product CCOCCOc1ccc(-c2ccc3c(c2)C=C(C(=O)Nc2ccc(CN(C)C4CCOCC4)cc2)CCS3(=O)=O)cc1C. RXN SMILES: [B:4]([O-:5])([O-:19])[O:20][c:6]1[cH:7][c:8]([CH3:18])[c:9]([O:12][CH2:13][CH2:14][O:15][CH2:16][CH3:17])[cH:10][cH:11]1.[Br:21][c:22]1[cH:23][cH:24][c:25]2[c:26]([cH:52]1)[CH:27]=[C:28]([C:34](=[O:35])[NH:36][c:37]1[cH:38][cH:39][c:40]([CH2:43][N:44]([CH:45]3[CH2:46][CH2:47][O:48][CH2:49][CH2:50]3)[CH3:51])[cH:41][cH:42]1)[CH2:29][CH2:30][S:31]2(=[O:32])=[O:33].[C:53](=[O:54])([O-:55])[O-:56].[CH3:1][CH2:2][OH:3].[CH3:59][c:60]1[cH:61][cH:62][cH:63][cH:64][cH:65]1.[K+:57].[K+:58].[OH2:66]>>[c:6]1(-[c:22]2[cH:23][cH:24][c:25]3[c:26]([cH:52]2)[CH:27]=[C:28]([C:34](=[O:35])[NH:36][c:37]2[cH:38][cH:39][c:40]([CH2:43][N:44]([CH:45]4[CH2:46][CH2:47][O:48][CH2:49][CH2:50]4)[CH3:51])[cH:41][cH:42]2)[CH2:29][CH2:30][S:31]3(=[O:32])=[O:33])[cH:7][c:8]([CH3:18])[c:9]([O:12][CH2:13][CH2:14][O:15][CH2:16][CH3:17])[cH:10][cH:11]1. Starting materials: C(C(=O)Cl)(=O)Cl (Oxalyl chloride), Cl.NC=1C(=CC=CC1)C (o-toluidine hydrochloride). The solvent is O1CCCC1 (tetrahydrofuran). Product: ClC(C(=O)NC1=C(C=CC=C1)C)=O (1-Chloro-2-[(2-methylphenyl)amino]ethandione). Reaction SMILES: [C:1]([Cl:6])(=[O:5])[C:2](Cl)=[O:3].Cl.[NH2:8][C:9]1[C:10]([CH3:15])=[CH:11][CH:12]=[CH:13][CH:14]=1>O1CCCC1>[Cl:6][C:1](=[O:5])[C:2]([NH:8][C:9]1[CH:14]=[CH:13][CH:12]=[CH:11][C:10]=1[CH3:15])=[O:3] |f:1.2|. Procedure details: Oxalyl chloride (5.8 g, 46 mmol) in tetrahydrofuran (2 mL) was heated to reflux and o-toluidine hydrochloride was added portionwise over ten minutes. After addition, the reaction mixture was refluxed for four hours and concentrated in vacuo to yield 1-Chloro-2-[(2-methylphenyl)amino]ethandione. This intermediate was dissolved in chloroform (4 mL) and aluminum chloride (2.6 g) was added portionwise. The reaction mixture was heated at reflux overnight, and chromatographed through Merck silica gel ... The reactants are CC1(C)C(=O)N(Br)C(=O)N1Br, C1CCOC1, CC(C)(C)OC(=O)N1CCOC(CNC(=O)c2ccc3c(N)ncnn23)C1. Yields the product CC(C)(C)OC(=O)N1CCOC(CNC(=O)c2cc(Br)c3c(N)ncnn23)C1. RXN SMILES: [Br:28][N:29]1[C:30]([CH3:31])([CH3:32])[C:33](=[O:34])[N:35]([Br:36])[C:37]1=[O:38].[CH2:39]1[O:40][CH2:41][CH2:42][CH2:43]1.[NH2:1][c:2]1[n:3][cH:4][n:5][n:6]2[c:7]1[cH:8][cH:9][c:10]2[C:11](=[O:12])[NH:13][CH2:14][CH:15]1[O:16][CH2:17][CH2:18][N:19]([C:21](=[O:22])[O:23][C:24]([CH3:25])([CH3:26])[CH3:27])[CH2:20]1>>[NH2:1][c:2]1[n:3][cH:4][n:5][n:6]2[c:7]1[c:8]([Br:28])[cH:9][c:10]2[C:11](=[O:12])[NH:13][CH2:14][CH:15]1[O:16][CH2:17][CH2:18][N:19]([C:21](=[O:22])[O:23][C:24]([CH3:25])([CH3:26])[CH3:27])[CH2:20]1. As a reaction SMILES: [CH2:25]([CH3:26])[O:27][CH:28]([CH2:29][CH2:30][Cl:31])[O:32][CH2:33][CH3:34].[CH3:35][CH2:36][O:37][C:38](=[O:39])[CH3:40].[CH3:3][O:4][c:5]1[cH:6][c:7]([CH:13]2[S:14][c:15]3[c:16]([cH:21][cH:22][cH:23][cH:24]3)[N:17]([CH3:20])[C:18]2=[O:19])[cH:8][cH:9][c:10]1[O:11][CH3:12].[CH3:41][N:42]([CH3:43])[CH:44]=[O:45].[H-:1].[Na+:2].[OH2:46]>>[CH3:3][O:4][c:5]1[cH:6][c:7]([C:13]2([CH2:30][CH2:29][CH:28]([O:27][CH2:25][CH3:26])[O:32][CH2:33][CH3:34])[S:14][c:15]3[c:16]([cH:21][cH:22][cH:23][cH:24]3)[N:17]([CH3:20])[C:18]2=[O:19])[cH:8][cH:9][c:10]1[O:11][CH3:12]. Yields the product CCOC(CCC1(c2ccc(OC)c(OC)c2)Sc2ccccc2N(C)C1=O)OCC. Starting materials: CCOC(CCCl)OCC, CCOC(C)=O, COc1ccc(C2Sc3ccccc3N(C)C2=O)cc1OC, CN(C)C=O, [H-], [Na+], O.